Task: describe an organic reaction: reactants, conditions, products, and yield. Dataset: the Open Reaction Database (ORD), a public repository of structured organic reaction records The reactants are C(C)(C)(C)NS(=O)(=O)C1=CC(=C(C=C1)C#N)C (N-tert-butyl-4-cyano-3-methylbenzenesulfonamide), Cl (HCl). The reagents and catalysts are [Pd] (Pd/C). The solvent is Cl.CCO (HCl EtOH). Conditions: time 2 hour. Yields the product NCC1=C(C=C(C=C1)S(=O)(=O)NC(C)(C)C)C (4-(aminomethyl)-N-tert-butyl-3-methylbenzenesulfonamide). The yield is 113.5%. Reaction SMILES: [C:1]([NH:5][S:6]([C:9]1[CH:14]=[CH:13][C:12]([C:15]#[N:16])=[C:11]([CH3:17])[CH:10]=1)(=[O:8])=[O:7])([CH3:4])([CH3:3])[CH3:2].Cl>Cl.CCO.[Pd]>[NH2:16][CH2:15][C:12]1[CH:13]=[CH:14][C:9]([S:6]([NH:5][C:1]([CH3:3])([CH3:2])[CH3:4])(=[O:8])=[O:7])=[CH:10][C:11]=1[CH3:17] |f:2.3|. Reported procedure: The reaction mixture of N-tert-butyl-4-cyano-3-methylbenzenesulfonamide (0.7176 g) and Pd/C (0.97 g) in 1N HCl/EtOH (1.5 ml 1N HCl in 15 ml EtOH) was stirred under H2 for 2 hours. Then 1N HCl (3 ml) was added to improve the reaction progress and it was stirred overnight. The reaction mixture was filtered through a pad of diatomaceous earth, washed with MeOH and concentrated to about 3 ml. The residue was diluted with H2O and lyophilized to give 0.8275 g 4-(aminomethyl)-N-tert-butyl-3-methylbenze... As a reaction SMILES: CC(C)([O-])C.[K+].[C:7]([CH2:9]P(=O)(OCC)OCC)#[N:8].[Si:18]([O:25][CH:26]1[CH2:31][CH2:30][C:29](=O)[CH2:28][CH2:27]1)([C:21]([CH3:24])([CH3:23])[CH3:22])([CH3:20])[CH3:19]>O1CCCC1>[Si:18]([O:25][CH:26]1[CH2:31][CH2:30][C:29](=[CH:9][C:7]#[N:8])[CH2:28][CH2:27]1)([C:21]([CH3:24])([CH3:23])[CH3:22])([CH3:20])[CH3:19] |f:0.1|. Procedure: To a solution of 1.0 M of potassium tert-butoxide in tetrahydrofuran (46.0 mL) at 0° C. was added drop wise a solution of diethyl cyanomethylphosphonate (7.80 mL, 0.0482 mol) in tetrahydrofuran (80 mL). The reaction was warmed to room temperature and then cooled at 0° C. again. To the reaction mixture was a solution of 4-(tert-butyl(dimethyl)silyl)oxycyclohexanone (10.0 g, 0.04378 mol) in tetrahydrofuran (40 mL). The reaction was allowed to warm up to room temperature and stirred overnight. Afte... Isolated yield 77.6%. The reactants are [Si](C)(C)(C(C)(C)C)OC1CCC(CC1)=O (4-(tert-butyl(dimethyl)silyl)oxycyclohexanone), CC(C)([O-])C.[K+] (potassium tert-butoxide), C(#N)CP(OCC)(OCC)=O (diethyl cyanomethylphosphonate). Product: [Si](C)(C)(C(C)(C)C)OC1CCC(CC1)=CC#N ((4-(tert-butyl(dimethyl)silyl)oxycyclohexylidene)acetonitrile). The solvent is O1CCCC1 (tetrahydrofuran), O1CCCC1 (tetrahydrofuran), O1CCCC1 (tetrahydrofuran). Run at time 8 hour. Starting materials: COc1cc(CC(NC(=O)c2ccccc2)C(=O)O)ccc1O, [Na]. Yields the product COc1cc(C=C(NC(=O)c2ccccc2)C(=O)O)ccc1O. Reaction SMILES: [C:2]([c:3]1[cH:4][cH:5][cH:6][cH:7][cH:8]1)(=[O:9])[NH:10][CH:11]([CH2:12][c:13]1[cH:14][c:15]([O:20][CH3:21])[c:16]([OH:19])[cH:17][cH:18]1)[C:22](=[O:23])[OH:24].[Na:1]>>[C:2]([c:3]1[cH:4][cH:5][cH:6][cH:7][cH:8]1)(=[O:9])[NH:10][C:11](=[CH:12][c:13]1[cH:14][c:15]([O:20][CH3:21])[c:16]([OH:19])[cH:17][cH:18]1)[C:22](=[O:23])[OH:24]. Reactants: C(C1=CC=CC=C1)OC1=CC=C(C=C1)O (4-benzyloxy-phenol), BrC(C(=O)OCC)CC (ethyl (RS)-2-bromobutyrate), C([O-])([O-])=O.[Cs+].[Cs+] (cesium carbonate). Solvent: CC(=O)C (acetone). Product: C(C)OC(C(CC)OC1=CC=C(C=C1)OCC1=CC=CC=C1)=O ((RS)-2-(4-benzyloxy-phenoxy)-butyric acid ethyl ester). RXN SMILES: [CH2:1]([O:8][C:9]1[CH:14]=[CH:13][C:12]([OH:15])=[CH:11][CH:10]=1)[C:2]1[CH:7]=[CH:6][CH:5]=[CH:4][CH:3]=1.Br[CH:17]([CH2:23][CH3:24])[C:18]([O:20][CH2:21][CH3:22])=[O:19].C(=O)([O-])[O-].[Cs+].[Cs+]>CC(C)=O>[CH2:21]([O:20][C:18](=[O:19])[CH:17]([O:15][C:12]1[CH:11]=[CH:10][C:9]([O:8][CH2:1][C:2]2[CH:3]=[CH:4][CH:5]=[CH:6][CH:7]=2)=[CH:14][CH:13]=1)[CH2:23][CH3:24])[CH3:22] |f:2.3.4|. Procedure details: In analogy to the procedure described in Example 1b), the alkylation of 4-benzyloxy-phenol [Example 2a)] with ethyl (RS)-2-bromobutyrate in acetone using cesium carbonate as the base yielded the (RS)-2-(4-benzyloxy-phenoxy)-butyric acid ethyl ester as a brown oil; MS: m/e=314 (M)+. Reactants: FC1=CC=C(N)C=C1 (4-fluoroaniline), CCOCC (ether), II (iodine), C([O-])([O-])=O.[Ca+2] (calcium carbonate). The solvent is O (water). Product: FC1=CC(=C(N)C=C1)I (4-fluoro-2-iodoaniline). As a reaction SMILES: [F:1][C:2]1[CH:8]=[CH:7][C:5]([NH2:6])=[CH:4][CH:3]=1.[I:9]I.C(=O)([O-])[O-].[Ca+2].CCOCC>O>[F:1][C:2]1[CH:8]=[CH:7][C:5]([NH2:6])=[C:4]([I:9])[CH:3]=1 |f:2.3|. Procedure details: A mixture of 22 g. of 4-fluoroaniline, 50 g. of iodine, 25 g. of calcium carbonate, 75 ml. of ether and 75 ml. of water is heated at reflux for 48 hours. The ether is removed by distillation and the excess iodine is destroyed by addition of sodium thiosulfate. Steam distillation and recrystallization from petroleum ether gives 4-fluoro-2-iodoaniline. The reactants are O=C1CCC=CCCC=CCCC1, C1CCOC1, [Li]CCCC, C[Si](C)(C)C=[N+]=[N-], CC(C)[N-]C(C)C, [Li+]. Yields the product O=CC1CCC=CCCC=CCCC1. Reaction SMILES: [C:21]1(=[O:33])[CH2:22][CH2:23][CH:24]=[CH:25][CH2:26][CH2:27][CH:28]=[CH:29][CH2:30][CH2:31][CH2:32]1.[CH2:34]1[CH2:36][CH2:35][CH2:37][O:38]1.[CH3:1][CH2:2][CH2:3][CH2:4][Li:5].[CH3:6][Si:7]([CH:8]=[N+:9]=[N-:10])([CH3:11])[CH3:12].[CH:13]([N-:14][CH:15]([CH3:16])[CH3:17])([CH3:18])[CH3:19].[Li+:20]>>[CH:21]1([CH:37]=[O:38])[CH2:22][CH2:23][CH:24]=[CH:25][CH2:26][CH2:27][CH:28]=[CH:29][CH2:30][CH2:31][CH2:32]1. Yields the product Cc1ccc2c(c1)C(C)(C)CC(CCl)C2(C)C. As a reaction SMILES: [C:1]([OH:2])(=[O:3])[CH2:4][CH:5]1[C:6]([CH3:18])([CH3:19])[c:7]2[cH:8][cH:9][c:10]([CH3:17])[cH:11][c:12]2[C:13]([CH3:15])([CH3:16])[CH2:14]1.[C:20]([O-:21])(=[O:22])[CH3:23].[C:24]([O-:25])(=[O:26])[CH3:27].[C:28]([O-:29])(=[O:30])[CH3:31].[C:32]([O-:33])(=[O:34])[CH3:35].[Cl-:38].[Li+:37].[Pb+4:36].[cH:39]1[cH:40][cH:41][cH:42][cH:43][cH:44]1>>[CH2:4]([CH:5]1[C:6]([CH3:18])([CH3:19])[c:7]2[cH:8][cH:9][c:10]([CH3:17])[cH:11][c:12]2[C:13]([CH3:15])([CH3:16])[CH2:14]1)[Cl:38]. The reactants are Cc1ccc2c(c1)C(C)(C)CC(CC(=O)O)C2(C)C, CC(=O)[O-], CC(=O)[O-], CC(=O)[O-], CC(=O)[O-], [Cl-], [Li+], [Pb+4], c1ccccc1. Starting materials: CCCCO, C1CCC2=NCCCN2CC1, COCCOC, CS(=O)(=O)c1nc(N)nc(-c2ccco2)c1C#N. The product is CCCCOc1nc(N)nc(-c2ccco2)c1C#N. As a reaction SMILES: [CH2:19]([CH2:20][CH2:21][CH3:22])[OH:23].[CH2:24]1[CH2:25][CH2:26][C:27]2=[N:32][CH2:31][CH2:30][CH2:29][N:28]2[CH2:33][CH2:34]1.[CH3:35][O:36][CH2:37][CH2:38][O:39][CH3:40].[NH2:1][c:2]1[n:3][c:4]([S:15]([CH3:16])(=[O:17])=[O:18])[c:5]([C:13]#[N:14])[c:6](-[c:8]2[o:9][cH:10][cH:11][cH:12]2)[n:7]1>>[NH2:1][c:2]1[n:3][c:4]([O:23][CH2:19][CH2:20][CH2:21][CH3:22])[c:5]([C:13]#[N:14])[c:6](-[c:8]2[o:9][cH:10][cH:11][cH:12]2)[n:7]1. Starting materials: C(CCC)C1CNCCS1 (2-(1-butyl)-thiomorpholine), Cl (hydrogen chloride). Solvent: CCOCC (ether), CCOCC (ether). Yields the product Cl.C(CCC)C1CNCCS1 (2-(1-Butyl)-thiomorpholine, hydrochloride). Reaction SMILES: [CH2:1]([CH:5]1[S:10][CH2:9][CH2:8][NH:7][CH2:6]1)[CH2:2][CH2:3][CH3:4].[ClH:11]>CCOCC>[ClH:11].[CH2:1]([CH:5]1[S:10][CH2:9][CH2:8][NH:7][CH2:6]1)[CH2:2][CH2:3][CH3:4] |f:3.4|. Procedure details: A solution of the crude 2-(1-butyl)-thiomorpholine in ether was treated with an excess of hydrogen chloride in ether to yield a crystalline hydrochloride with melting point 104° C.